This data is from the Open Reaction Database (ORD), a public repository of structured organic reaction records. The task is: describe an organic reaction: reactants, conditions, products, and yield Reactants: CO, CC1(C(=O)O)CC1C(=O)Nc1ccc(Cl)cn1, O=S(Cl)Cl. The product is COC(=O)C1(C)CC1C(=O)Nc1ccc(Cl)cn1. RXN SMILES: [CH3:22][OH:23].[Cl:1][c:2]1[cH:3][cH:4][c:5]([NH:8][C:9](=[O:10])[CH:11]2[C:12]([C:14](=[O:15])[OH:16])([CH3:17])[CH2:13]2)[n:6][cH:7]1.[S:18]([Cl:19])([Cl:20])=[O:21]>>[Cl:1][c:2]1[cH:3][cH:4][c:5]([NH:8][C:9](=[O:10])[CH:11]2[C:12]([C:14]([O:15][CH3:22])=[O:16])([CH3:17])[CH2:13]2)[n:6][cH:7]1. Reactants: [Li]C(C)(C)C, C1CCOC1, CCCCC, CN(C)C1(c2ccccc2)CCC(=O)CC1, c1ccc2sccc2c1. Yields the product CN(C)C1(c2ccccc2)CCC(O)(c2cc3ccccc3s2)CC1. RXN SMILES: [C:10]([Li:11])([CH3:12])([CH3:13])[CH3:14].[CH2:36]1[O:37][CH2:38][CH2:39][CH2:40]1.[CH3:15][CH2:16][CH2:17][CH2:18][CH3:19].[CH3:20][N:21]([C:22]1([c:29]2[cH:30][cH:31][cH:32][cH:33][cH:34]2)[CH2:23][CH2:24][C:25](=[O:28])[CH2:26][CH2:27]1)[CH3:35].[s:1]1[c:2]2[c:3]([cH:4][cH:5]1)[cH:6][cH:7][cH:8][cH:9]2>>[s:1]1[c:2]2[c:3]([cH:4][c:5]1[C:25]1([OH:28])[CH2:24][CH2:23][C:22]([N:21]([CH3:20])[CH3:35])([c:29]3[cH:30][cH:31][cH:32][cH:33][cH:34]3)[CH2:27][CH2:26]1)[cH:6][cH:7][cH:8][cH:9]2. The reactants are CC=1C=C(C(=O)O)C=CC1C (3,4-dimethylbenzoic acid), C(=O)(OC)OC(=O)OC (dimethyl dicarbonate), C([O-])([O-])=O.[K+].[K+] (potassium carbonate), CC1=C(C=CC=C1C)B(O)O (2,3-dimethylphenylboronic acid). The reagents and catalysts are [Pd] (palladium). Solvent: O1CCOCC1 (dioxane), O (water), O1CCOCC1 (dioxane). Run at temperature 80 celsius. Yields the product CC1=C(C(=O)C2=CC(=C(C=C2)C)C)C=CC=C1C (2,3,3′,4′-tetramethylbenzophenone). Yield: 42.0%. RXN SMILES: [CH3:1][C:2]1[C:7]([CH3:8])=[CH:6][CH:5]=[CH:4][C:3]=1B(O)O.[CH3:12][C:13]1[CH:14]=[C:15]([CH:19]=[CH:20][C:21]=1[CH3:22])[C:16](O)=[O:17].C(OC(OC)=O)(OC)=O.C(=O)([O-])[O-].[K+].[K+]>[Pd].O1CCOCC1.O>[CH3:1][C:2]1[C:7]([CH3:8])=[CH:6][CH:5]=[CH:4][C:3]=1[C:16]([C:15]1[CH:19]=[CH:20][C:21]([CH3:22])=[C:13]([CH3:12])[CH:14]=1)=[O:17] |f:3.4.5|. Procedure details: To a 250 ml 3-necked round-bottom flask, 2,3-dimethylphenylboronic acid (3.6 g. 24 mmol). 3,4-dimethylbenzoic acid (3.0 g. 20 mmol), a selected palladium catalyst (0.6 mmol), dimethyl dicarbonate (2.7 g. 30 mmol) and potassium carbonate (6.22 g. 45 mmol) were mixed with 150 ml of dry dioxane. The reaction mixture was heated at 80° C. overnight to become a viscous reaction mixture. 20 ml of water was added to dissolve the heterogeneous reaction mixture, and dioxane was evaporated to dryness. The ... Reactants: O, O=C(O)c1c[nH]c2nc(O)ccc2c1=O, O=P(Cl)(Cl)Cl. Product: O=C(O)c1c[nH]c2nc(Cl)ccc2c1=O. Reaction SMILES: [OH2:21].[OH:1][c:2]1[cH:3][cH:4][c:5]2[c:6](=[O:15])[c:7]([C:12](=[O:13])[OH:14])[cH:8][nH:9][c:10]2[n:11]1.[P:16]([Cl:17])([Cl:18])([Cl:19])=[O:20]>>[c:2]1([Cl:18])[cH:3][cH:4][c:5]2[c:6](=[O:15])[c:7]([C:12](=[O:13])[OH:14])[cH:8][nH:9][c:10]2[n:11]1. Starting materials: COC1=CC=C(C=C1)B(O)O (4-methoxybenzene boronic acid), BrC1=CC=C(C=C1)C=1OC(=C(N1)CCN1[C@@H](CCC1)C)C (2-(4-Bromo-phenyl)-5-methyl-4-[2-((R)-2-methyl-pyrrolidin-1-yl)-ethyl]-oxazole). As a reaction SMILES: [CH3:1][O:2][C:3]1[CH:8]=[CH:7][C:6](B(O)O)=[CH:5][CH:4]=1.Br[C:13]1[CH:18]=[CH:17][C:16]([C:19]2[O:20][C:21]([CH3:32])=[C:22]([CH2:24][CH2:25][N:26]3[CH2:30][CH2:29][CH2:28][C@H:27]3[CH3:31])[N:23]=2)=[CH:15][CH:14]=1>>[CH3:1][O:2][C:3]1[CH:8]=[CH:7][C:6]([C:13]2[CH:18]=[CH:17][C:16]([C:19]3[O:20][C:21]([CH3:32])=[C:22]([CH2:24][CH2:25][N:26]4[CH2:30][CH2:29][CH2:28][C@H:27]4[CH3:31])[N:23]=3)=[CH:15][CH:14]=2)=[CH:5][CH:4]=1. Reported procedure: The title compound is prepared in a manner substantially analogous to example 133 starting from 4-methoxybenzene boronic acid (218 mg, 1.43 mmol) and 2-(4-Bromo-phenyl)-5-methyl-4-[2-((R)-2-methyl-pyrrolidin-1-yl)-ethyl]-oxazole (100 mg, 0.287 mmol) to give 61 mg (56%). MS (m/e) 377.2 (M+1) Product: COC1=CC=C(C=C1)C1=CC=C(C=C1)C=1OC(=C(N1)CCN1[C@@H](CCC1)C)C (2-(4′-Methoxy-biphenyl-4-yl)-5-methyl-4-[2-((R)-2-methyl-pyrrolidin-1-yl)-ethyl]-oxazole). The reactants are FC=1C=CC(=C(C1)NC=1OC2=C(N1)C(=CC(=C2)CC(=O)OCC)F)C (Ethyl (2-(5-fluoro-2-methylphenylamino)-4-fluoro-6-benzoxazolyl)acetate), [OH-].[Na+] (NaOH). Run in C1CCOC1.CO (THF methanol), Cl (HCl). Reaction conditions: time 1 hour. Product: FC=1C=CC(=C(C1)NC=1OC2=C(N1)C(=CC(=C2)CC(=O)O)F)C ((2-(5-fluoro-2-methylphenylamino)-4-fluoro-6-benzoxazolyl)acetic acid). The yield is 83.6%. As a reaction SMILES: [F:1][C:2]1[CH:3]=[CH:4][C:5]([CH3:25])=[C:6]([NH:8][C:9]2[O:10][C:11]3[CH:17]=[C:16]([CH2:18][C:19]([O:21]CC)=[O:20])[CH:15]=[C:14]([F:24])[C:12]=3[N:13]=2)[CH:7]=1.[OH-].[Na+]>C1COCC1.CO.Cl>[F:1][C:2]1[CH:3]=[CH:4][C:5]([CH3:25])=[C:6]([NH:8][C:9]2[O:10][C:11]3[CH:17]=[C:16]([CH2:18][C:19]([OH:21])=[O:20])[CH:15]=[C:14]([F:24])[C:12]=3[N:13]=2)[CH:7]=1 |f:1.2,3.4|. Procedure details: Ethyl (2-(5-fluoro-2-methylphenylamino)-4-fluoro-6-benzoxazolyl)acetate (215 mg, 0.62 mmol) was dissolved in THF/methanol (1/1, 20 ml). To the resulting solution was added 0.25N NaOH (12.4 ml, 3.10 mmol). The resulting mixture was stirred at room temperature for 1 hour. The reaction mixture was poured in 1N HCl to acidify the mixture, followed by extraction with chloroform/methanol (10/1). The extract was dried over anhydrous sodium sulfate, and distilled under reduced pressure to remove the sol...